Dataset: the Open Reaction Database (ORD), a public repository of structured organic reaction records. Task: describe an organic reaction: reactants, conditions, products, and yield The reactants are COC(=O)c1ccc(OCC(C)N(C)C(=O)C(F)(F)F)cc1, [K+], [K+], O=C([O-])[O-], O. Yields the product CNC(C)COc1ccc(C(=O)OC)cc1. Reaction SMILES: [CH3:1][N:2]([C:3](=[O:4])[C:5]([F:6])([F:7])[F:8])[CH:9]([CH2:10][O:11][c:12]1[cH:13][cH:14][c:15]([C:16](=[O:17])[O:18][CH3:19])[cH:20][cH:21]1)[CH3:22].[K+:23].[K+:24].[O-:25][C:26]([O-:27])=[O:28].[OH2:29]>>[CH3:1][NH:2][CH:9]([CH2:10][O:11][c:12]1[cH:13][cH:14][c:15]([C:16](=[O:17])[O:18][CH3:19])[cH:20][cH:21]1)[CH3:22]. The reactants are CCO, O=C(Nc1ccc(Oc2ccnc3c([N+](=O)[O-])cccc23)cc1)Nc1ccc(Cl)c(C(F)(F)F)c1, Cl[Sn]Cl. Product: Nc1cccc2c(Oc3ccc(NC(=O)Nc4ccc(Cl)c(C(F)(F)F)c4)cc3)ccnc12. RXN SMILES: [CH3:39][CH2:40][OH:41].[N+:1]([O-:2])(=[O:3])[c:4]1[cH:5][cH:6][cH:7][c:8]2[c:9]([O:14][c:15]3[cH:16][cH:17][c:18]([NH:21][C:22](=[O:23])[NH:24][c:25]4[cH:26][c:27]([C:32]([F:33])([F:34])[F:35])[c:28]([Cl:31])[cH:29][cH:30]4)[cH:19][cH:20]3)[cH:10][cH:11][n:12][c:13]12.[Sn:36]([Cl:37])[Cl:38]>>[NH2:1][c:4]1[cH:5][cH:6][cH:7][c:8]2[c:9]([O:14][c:15]3[cH:16][cH:17][c:18]([NH:21][C:22](=[O:23])[NH:24][c:25]4[cH:26][c:27]([C:32]([F:33])([F:34])[F:35])[c:28]([Cl:31])[cH:29][cH:30]4)[cH:19][cH:20]3)[cH:10][cH:11][n:12][c:13]12. The reactants are CN1CCOCC1, Cl, Cl, O=C(O)C(F)(F)F, O=C1OC2(CCNC2)c2ccncc21, CN(C)C=O, O=C(O)C1(c2ccc(-n3cccn3)cc2)CC1. Product: O=C1OC2(CCN(C(=O)C3(c4ccc(-n5cccn5)cc4)CC3)C2)c2ccncc21. Reaction SMILES: [CH3:1][N:2]1[CH2:3][CH2:4][O:5][CH2:6][CH2:7]1.[ClH:25].[ClH:26].[F:41][C:42]([F:43])([F:44])[C:45]([OH:46])=[O:47].[NH:27]1[CH2:28][C:29]2([O:30][C:31](=[O:38])[c:32]3[cH:33][n:34][cH:35][cH:36][c:37]32)[CH2:39][CH2:40]1.[O:48]=[CH:49][N:50]([CH3:51])[CH3:52].[n:8]1(-[c:13]2[cH:14][cH:15][c:16]([C:19]3([C:22](=[O:23])[OH:24])[CH2:20][CH2:21]3)[cH:17][cH:18]2)[n:9][cH:10][cH:11][cH:12]1>>[n:8]1(-[c:13]2[cH:14][cH:15][c:16]([C:19]3([C:22](=[O:24])[N:27]4[CH2:28][C:29]5([O:30][C:31](=[O:38])[c:32]6[cH:33][n:34][cH:35][cH:36][c:37]65)[CH2:39][CH2:40]4)[CH2:20][CH2:21]3)[cH:17][cH:18]2)[n:9][cH:10][cH:11][cH:12]1. The reactants are N(=[N+]=[N-])C1CCOC2=NC=CC=C21 (4-azido-3,4-dihydro-2H-pyrano[2,3-b]pyridine). Reagents/catalysts: [Pd] (Pd/C). Solvent: CO (MeOH). Reaction conditions: time 60 minute. The product is O1CCC(C=2C1=NC=CC2)N (3,4-Dihydro-2H-pyrano[2,3-b]pyridin-4-amine). Isolated yield 97.3%. Reaction SMILES: [N:1]([CH:4]1[C:13]2[C:8](=[N:9][CH:10]=[CH:11][CH:12]=2)[O:7][CH2:6][CH2:5]1)=[N+]=[N-]>CO.[Pd]>[O:7]1[C:8]2=[N:9][CH:10]=[CH:11][CH:12]=[C:13]2[CH:4]([NH2:1])[CH2:5][CH2:6]1. Reported procedure: A catalytic amount of Pd/C (9 mg) was added to a solution of 4-azido-3,4-dihydro-2H-pyrano[2,3-b]pyridine (88 mg) in MeOH (5 mL). The flask closed with a septum, evacuated under house vacuum and hydrogen added via balloon. The resulting suspension was stirred at RT for 60 min, when the H2 balloon was removed, the mixture evacuated and filtered through a plug of celite, that was thoroughly rinsed with MeOH. Removal of the solvents gave the titled compound (73 mg), NMR CDCl3 1H δ 8.1 (dd, 1H), 7.7... Starting materials: CC(C)(C)OC(=O)N1CCC(C)(Oc2ccccc2C(F)(F)F)CC1, ClCCl, O=C(O)C(F)(F)F. The product is CC1(Oc2ccccc2C(F)(F)F)CCNCC1. Reaction SMILES: [C:1]([O:2][C:3](=[O:4])[N:8]1[CH2:9][CH2:10][C:11]([O:14][c:15]2[c:16]([C:21]([F:22])([F:23])[F:24])[cH:17][cH:18][cH:19][cH:20]2)([CH3:25])[CH2:12][CH2:13]1)([CH3:5])([CH3:6])[CH3:7].[Cl:33][CH2:34][Cl:35].[OH:26][C:27]([C:28]([F:29])([F:30])[F:31])=[O:32]>>[NH:8]1[CH2:9][CH2:10][C:11]([O:14][c:15]2[c:16]([C:21]([F:22])([F:23])[F:24])[cH:17][cH:18][cH:19][cH:20]2)([CH3:25])[CH2:12][CH2:13]1. Starting materials: [N+](=O)([O-])C1=CC=C(C=C1)N1N=C(C=C1Br)C (1-(4′-nitrophenyl)-5-bromo-3-methylpyrazole), COC1=CC=C(C=C1)B(O)O (4-methoxyphenylboronic acid), C(=O)([O-])[O-].[Na+].[Na+] (Na2CO3). The reagents and catalysts are C=1C=CC(=CC1)[P](C=2C=CC=CC2)(C=3C=CC=CC3)[Pd]([P](C=4C=CC=CC4)(C=5C=CC=CC5)C=6C=CC=CC6)([P](C=7C=CC=CC7)(C=8C=CC=CC8)C=9C=CC=CC9)[P](C=1C=CC=CC1)(C=1C=CC=CC1)C=1C=CC=CC1 (Pd(PPh3)4). Run in C1CCOC1 (THF). Yields the product [N+](=O)([O-])C1=CC=C(C=C1)N1N=C(C=C1C1=CC=C(C=C1)OC)C (1-(4′-Nitrophenyl)-5-(4-methoxyphenyl)-3-methylpyrazole). Yield: 94.2%. Reaction SMILES: [N+:1]([C:4]1[CH:9]=[CH:8][C:7]([N:10]2[C:14](Br)=[CH:13][C:12]([CH3:16])=[N:11]2)=[CH:6][CH:5]=1)([O-:3])=[O:2].[CH3:17][O:18][C:19]1[CH:24]=[CH:23][C:22](B(O)O)=[CH:21][CH:20]=1.C([O-])([O-])=O.[Na+].[Na+]>C1COCC1.C1C=CC([P]([Pd]([P](C2C=CC=CC=2)(C2C=CC=CC=2)C2C=CC=CC=2)([P](C2C=CC=CC=2)(C2C=CC=CC=2)C2C=CC=CC=2)[P](C2C=CC=CC=2)(C2C=CC=CC=2)C2C=CC=CC=2)(C2C=CC=CC=2)C2C=CC=CC=2)=CC=1>[N+:1]([C:4]1[CH:9]=[CH:8][C:7]([N:10]2[C:14]([C:22]3[CH:23]=[CH:24][C:19]([O:18][CH3:17])=[CH:20][CH:21]=3)=[CH:13][C:12]([CH3:16])=[N:11]2)=[CH:6][CH:5]=1)([O-:3])=[O:2] |f:2.3.4,^1:42,44,63,82|. Procedure details: To a solution of 1-(4′-nitrophenyl)-5-bromo-3-methylpyrazole (100 mg, 0.35 mmol) in THF (5 mL) was added Pd(PPh3)4 (20 mg, 0.017 mmol) and 4-methoxyphenylboronic acid (60 mg, 0.39 mmol), followed by 2 M Na2CO3 (0.35 mL, 0.70 mmol). The mixture was heated to reflux for 4 hr, and was then quenched with water and extracted with EtOAc. The extract was dried over MgSO4 and concentrated. The residue was purified by column chromatography on silica gel (hexane/acetate, 15:1) to give the title compound (... Starting materials: O=C1N=C(SC2=C1C=CC=N2)NC2=CC=C(C(=O)OCC)C=C2 (ethyl 4-[(4-oxo-4H-pyrido[3,2-e]-1,3-thiazin-2-yl)amino]benzoate), [H-].[Li+] (lithium hydride), C(C1=CC=CC=C1)Br (benzyl bromide). The product is C(C1=CC=CC=C1)N1C(SC2=C(C1=O)C=CC=N2)=NC2=CC=C(C(=O)OCC)C=C2 (ethyl 4-[(3-benzyl-4-oxo-2,3-dihydro-4H-pyrido[3,2-e]-1,3-thiazin-2-ylidene)amino]benzoate). RXN SMILES: [O:1]=[C:2]1[C:7]2[CH:8]=[CH:9][CH:10]=[N:11][C:6]=2[S:5][C:4]([NH:12][C:13]2[CH:23]=[CH:22][C:16]([C:17]([O:19][CH2:20][CH3:21])=[O:18])=[CH:15][CH:14]=2)=[N:3]1.[H-].[Li+].[CH2:26](Br)[C:27]1[CH:32]=[CH:31][CH:30]=[CH:29][CH:28]=1>>[CH2:26]([N:3]1[C:2](=[O:1])[C:7]2[CH:8]=[CH:9][CH:10]=[N:11][C:6]=2[S:5][C:4]1=[N:12][C:13]1[CH:23]=[CH:22][C:16]([C:17]([O:19][CH2:20][CH3:21])=[O:18])=[CH:15][CH:14]=1)[C:27]1[CH:32]=[CH:31][CH:30]=[CH:29][CH:28]=1 |f:1.2|. Procedure details: The reaction procedure of Example 11 was followed except that 1.31 g of ethyl 4-[(4-oxo-4H-pyrido[3,2-e]-1,3-thiazin-2-yl)amino]benzoate, 36 mg of lithium hydride and 0.48 ml of benzyl bromide were used. As a result, 1.28 g of ethyl 4-[(3-benzyl-4-oxo-2,3-dihydro-4H-pyrido[3,2-e]-1,3-thiazin-2-ylidene)amino]benzoate was obtained as a low polarity substance, and 20 mg of ethyl 4-[N-benzyl-N-(4-oxo-4H-pyrido[3,2-e]-1,3-thiazin-2-yl)amino]benzoate was obtained as a high polarity substance.